This data is from the Open Reaction Database (ORD), a public repository of structured organic reaction records. The task is: describe an organic reaction: reactants, conditions, products, and yield Starting materials: CC1=C(N=CN1)CSCCN (2-(5-methyl-4-imidazolylmethylthio)ethylamine), CSC=1NCCCC1[N+](=O)[O-] (2-methylthio-3-nitro-1,4,5,6-tetrahydropyridine). Run in C(C)O (ethanol). The product is CC1=C(N=CN1)CSCCNC=1NCCCC1[N+](=O)[O-] (2-[2-(5-methyl-4-imidazolylmethylthio)ethylamino]-3-nitro-1,4,5,6-tetrahydropyridine). Isolated yield 74.0%. RXN SMILES: [CH3:1][C:2]1[NH:6][CH:5]=[N:4][C:3]=1[CH2:7][S:8][CH2:9][CH2:10][NH2:11].CS[C:14]1[NH:15][CH2:16][CH2:17][CH2:18][C:19]=1[N+:20]([O-:22])=[O:21]>C(O)C>[CH3:1][C:2]1[NH:6][CH:5]=[N:4][C:3]=1[CH2:7][S:8][CH2:9][CH2:10][NH:11][C:14]1[NH:15][CH2:16][CH2:17][CH2:18][C:19]=1[N+:20]([O-:22])=[O:21]. Reported procedure: A solution of 2-(5-methyl-4-imidazolylmethylthio)ethylamine (0.51 g, 0.003 mol) and 2-methylthio-3-nitro-1,4,5,6-tetrahydropyridine (0.49 g, 0.003 mol) in ethanol (50 ml) was refluxed for 6 hours. The mixture was cooled, and the solvent was removed in vacuo. The residue was dissolved in hot propan-2-ol and the product crystallised on cooling. Recrystallisation of the product from propan-2-ol/methanol gave 2-[2-(5-methyl-4-imidazolylmethylthio)ethylamino]-3-nitro-1,4,5,6-tetrahydropyridine (0.66 ...